Dataset: the Open Reaction Database (ORD), a public repository of structured organic reaction records. Task: describe an organic reaction: reactants, conditions, products, and yield Reactants: C1CCOC1, CO, COC(=O)C(C)C1=CCc2cc(OC)ccc21, [Na+], [OH-], O. Product: COc1ccc2c(c1)CC=C2C(C)C(=O)O. Reaction SMILES: [CH2:21]1[O:22][CH2:23][CH2:24][CH2:25]1.[CH3:26][OH:27].[CH3:4][O:5][c:6]1[cH:7][cH:8][c:9]2[c:13]([cH:14]1)[CH2:12][CH:11]=[C:10]2[CH:15]([C:16](=[O:17])[O:18][CH3:19])[CH3:20].[Na+:2].[OH-:1].[OH2:3]>>[CH3:4][O:5][c:6]1[cH:7][cH:8][c:9]2[c:13]([cH:14]1)[CH2:12][CH:11]=[C:10]2[CH:15]([C:16](=[O:17])[OH:18])[CH3:20]. Reactants: C(C1=CC=CC=C1)OC1=CC=C2[C@@H]([C@@H](COC2=C1)C1=CC=CC=C1)C1=CC=C(C=C1)OCCCCCCCCCCBr ((+,−) cis 7-Benzyloxy-4-[4-(bromodecyloxy)-phenyl]-3-phenylchroman), N1CCOCC1 (morpholine). Product: C(C1=CC=CC=C1)OC1=CC=C2[C@@H]([C@@H](COC2=C1)C1=CC=CC=C1)C1=CC=C(C=C1)OCCCCCCCCCCN1CCOCC1 ((+,−) cis 7-Benzyloxy-4-[4-(morpholinodecyloxy)-phenyl]-3-phenylchroman). RXN SMILES: [CH2:1]([O:8][C:9]1[CH:18]=[C:17]2[C:12]([C@H:13]([C:25]3[CH:30]=[CH:29][C:28]([O:31][CH2:32][CH2:33][CH2:34][CH2:35][CH2:36][CH2:37][CH2:38][CH2:39][CH2:40][CH2:41]Br)=[CH:27][CH:26]=3)[C@H:14]([C:19]3[CH:24]=[CH:23][CH:22]=[CH:21][CH:20]=3)[CH2:15][O:16]2)=[CH:11][CH:10]=1)[C:2]1[CH:7]=[CH:6][CH:5]=[CH:4][CH:3]=1.[NH:43]1[CH2:48][CH2:47][O:46][CH2:45][CH2:44]1>>[CH2:1]([O:8][C:9]1[CH:18]=[C:17]2[C:12]([C@H:13]([C:25]3[CH:30]=[CH:29][C:28]([O:31][CH2:32][CH2:33][CH2:34][CH2:35][CH2:36][CH2:37][CH2:38][CH2:39][CH2:40][CH2:41][N:43]4[CH2:48][CH2:47][O:46][CH2:45][CH2:44]4)=[CH:27][CH:26]=3)[C@H:14]([C:19]3[CH:24]=[CH:23][CH:22]=[CH:21][CH:20]=3)[CH2:15][O:16]2)=[CH:11][CH:10]=1)[C:2]1[CH:7]=[CH:6][CH:5]=[CH:4][CH:3]=1. Procedure: From (+,−) cis 7-Benzyloxy-4-[4-(bromodecyloxy)-phenyl]-3-phenylchroman (300 mg, 0.48 mmol) and morpholine (208 mg, 2.4 mmol). Reactants: CC(=O)Oc1ccc(-c2ncco2)cc1, CO. The product is Oc1ccc(-c2ncco2)cc1. As a reaction SMILES: [C:1](=[O:2])([CH3:3])[O:4][c:5]1[cH:6][cH:7][c:8](-[c:11]2[o:12][cH:13][cH:14][n:15]2)[cH:9][cH:10]1.[CH3:16][OH:17]>>[OH:4][c:5]1[cH:6][cH:7][c:8](-[c:11]2[o:12][cH:13][cH:14][n:15]2)[cH:9][cH:10]1. The reactants are O=C(CC(=O)OCC)CC (ethyl 3-oxo-pentanoate), C1(CCCCC1)NN (cyclohexyl hydrazine), C1(CC1)C1=C(C=NN1C(C)C)C=O (5-cyclopropyl-1-isopropyl-1H-pyrazole-4-carbaldehyde). Product: C1(CCCCC1)N1N=CC(=C1CC)C=O (1-Cyclohexyl-5-ethyl-1H-pyrazole-4-carbaldehyde). Reaction SMILES: O=[C:2]([CH2:9][CH3:10])[CH2:3][C:4]([O:6]CC)=O.C1(NN)CCCCC1.[CH:19]1([C:22]2[N:26]([CH:27](C)C)[N:25]=[CH:24][C:23]=2C=O)[CH2:21][CH2:20]1>>[CH:24]1([N:25]2[C:2]([CH2:9][CH3:10])=[C:3]([CH:4]=[O:6])[CH:27]=[N:26]2)[CH2:20][CH2:21][CH2:19][CH2:22][CH2:23]1. Reported procedure: 1-Cyclohexyl-5-ethyl-1H-pyrazole-4-carbaldehyde was prepared from ethyl 3-oxo-pentanoate and cyclohexyl hydrazine (TCI) in the same manner as 5-cyclopropyl-1-isopropyl-1H-pyrazole-4-carbaldehyde (Example 49).